From a dataset of the Open Reaction Database (ORD), a public repository of structured organic reaction records. describe an organic reaction: reactants, conditions, products, and yield Reactants: COC(=O)C1=C(NC(C)=O)C(=O)OC1C, CO. Product: COC(=O)C1C(C)OC(=O)C1NC(C)=O. As a reaction SMILES: [C:1]([CH3:2])(=[O:3])[NH:4][C:5]1=[C:10]([C:11](=[O:12])[O:13][CH3:14])[CH:9]([CH3:15])[O:8][C:6]1=[O:7].[CH3:16][OH:17]>>[C:1]([CH3:2])(=[O:3])[NH:4][CH:5]1[C:6](=[O:7])[O:8][CH:9]([CH3:15])[CH:10]1[C:11](=[O:12])[O:13][CH3:14]. The reactants are [Cl-].[NH4+] (ammonium chloride), COC=1C=CC(=C(C1)NC(OC(C)(C)C)=O)CC(=O)C1(CC1)C (tert-butyl {5-methoxy-2-[2-(1-methylcyclopropyl)-2-oxoethyl]phenyl}carbamate), [H-].[Na+] (sodium hydride), ClCC1=CC=CC(=N1)C#N (6-(Chloromethyl)pyridine-2-carbonitrile). Run in O (water), CN(C=O)C (N,N-dimethylformamide). Run at time 1 hour. Product: C(#N)C1=CC=CC(=N1)CC(C(=O)C1(CC1)C)C1=C(C=C(C=C1)OC)NC(OC(C)(C)C)=O (Tert-Butyl {2-[1-(6-cyanopyridin-2-ylmethyl)-2-(1-methylcyclopropyl)-2-oxoethyl]-5-methoxyphenyl}carbamate). Isolated yield 66.2%. RXN SMILES: [CH3:1][O:2][C:3]1[CH:4]=[CH:5][C:6]([CH2:17][C:18]([C:20]2([CH3:23])[CH2:22][CH2:21]2)=[O:19])=[C:7]([NH:9][C:10](=[O:16])[O:11][C:12]([CH3:15])([CH3:14])[CH3:13])[CH:8]=1.[H-].[Na+].Cl[CH2:27][C:28]1[N:33]=[C:32]([C:34]#[N:35])[CH:31]=[CH:30][CH:29]=1.[Cl-].[NH4+]>CN(C)C=O.O>[C:34]([C:32]1[N:33]=[C:28]([CH2:27][CH:17]([C:6]2[CH:5]=[CH:4][C:3]([O:2][CH3:1])=[CH:8][C:7]=2[NH:9][C:10](=[O:16])[O:11][C:12]([CH3:15])([CH3:13])[CH3:14])[C:18]([C:20]2([CH3:23])[CH2:22][CH2:21]2)=[O:19])[CH:29]=[CH:30][CH:31]=1)#[N:35] |f:1.2,4.5|. Procedure details: Under an argon atmosphere, to a solution of tert-butyl {5-methoxy-2-[2-(1-methylcyclopropyl)-2-oxoethyl]phenyl}carbamate (300 mg) in N,N-dimethylformamide (3.1 mL) was added sodium hydride (50-72% in oil, 50 mg) under ice-cooling, and the mixture was stirred for 1 hour. 6-(Chloromethyl)pyridine-2-carbonitrile (158 mg) was added thereto in one portion, and the mixture was gradually warmed to room temperature. 13 Hours later, to the reaction mixture were added a saturated aqueous ammonium chloride... Starting materials: O (water), C(C=C)(=O)OCCCCCCOC1=CC=C(C=C1)C1=CC=C(C=C1)[C@@H]1CC[C@H](CC1)CCCS(=O)(=O)C(F)(F)F (6-[4'-[trans-4-[3-(trifluoromethanesulphonyl)-propyl]-cyclohexyl]-biphenyl-4-yloxy]-hexyl acrylate), OC=1C=C(C#N)C=CC1O (3,4-dihydroxy-benzonitrile), potassium tertiary butylate. Run in COCCOC (1,2-dimethoxyethane). Product: C(C=C)(=O)OCCCCCCOC1=CC=C(C=C1)C1=CC=C(C=C1)[C@@H]1CC[C@H](CC1)CCCOC=1C=C(C#N)C=CC1OCCC[C@@H]1CC[C@H](CC1)C1=CC=C(C=C1)C1=CC=C(C=C1)OCCCCCCOC(C=C)=O (3,4-bis-[3-[trans-4-[4'-(6-acryloyloxy-hexyloxy)-biphenyl-4-yl]-cyclohexyl]-propoxy]-benzonitrile). Reaction SMILES: [C:1]([O:5][CH2:6][CH2:7][CH2:8][CH2:9][CH2:10][CH2:11][O:12][C:13]1[CH:18]=[CH:17][C:16]([C:19]2[CH:24]=[CH:23][C:22]([C@H:25]3[CH2:30][CH2:29][C@H:28]([CH2:31][CH2:32][CH2:33]S(C(F)(F)F)(=O)=O)[CH2:27][CH2:26]3)=[CH:21][CH:20]=2)=[CH:15][CH:14]=1)(=[O:4])[CH:2]=[CH2:3].[OH:41][C:42]1[CH:43]=[C:44]([CH:47]=[CH:48][C:49]=1[OH:50])[C:45]#[N:46].[OH2:51]>COCCOC>[C:1]([O:5][CH2:6][CH2:7][CH2:8][CH2:9][CH2:10][CH2:11][O:12][C:13]1[CH:18]=[CH:17][C:16]([C:19]2[CH:24]=[CH:23][C:22]([C@H:25]3[CH2:30][CH2:29][C@H:28]([CH2:31][CH2:32][CH2:33][O:41][C:42]4[CH:43]=[C:44]([CH:47]=[CH:48][C:49]=4[O:50][CH2:33][CH2:32][CH2:31][C@H:28]4[CH2:27][CH2:26][C@H:25]([C:22]5[CH:21]=[CH:20][C:19]([C:16]6[CH:15]=[CH:14][C:13]([O:51][CH2:11][CH2:10][CH2:9][CH2:8][CH2:7][CH2:6][O:5][C:1](=[O:4])[CH:2]=[CH2:3])=[CH:18][CH:17]=6)=[CH:24][CH:23]=5)[CH2:30][CH2:29]4)[C:45]#[N:46])[CH2:27][CH2:26]3)=[CH:21][CH:20]=2)=[CH:15][CH:14]=1)(=[O:4])[CH:2]=[CH2:3]. Procedure details: A solution of 1.50 g of 6-[4'-[trans-4-[3-(trifluoromethanesulphonyl)-propyl]-cyclohexyl]-biphenyl-4-yloxy]-hexyl acrylate and 0.155 g of 3,4-dihydroxy-benzonitrile in 25 ml of 1,2-dimethoxyethane was treated portionwise at 20° C. with 0.286 g of potassium tertiary butylate and subsequently stirred overnight at 85° C. The cooled reaction mixture was poured into 25 ml of water and then extracted three times with 20 ml of ethyl acetate. The combined organic phases were washed twice with 50 ml of w... The reactants are [BH-](OC(=O)C)(OC(=O)C)OC(=O)C.[Na+] (Na(OAc)3BH), crude product, C1(=CCCCC1)C1=CC=C(N)C=C1 (4-cyclohexenylaniline), C(=O)C1=CC=C(C(=O)OC)C=C1 (methyl 4-formylbenzoate), C(C)(=O)O (acetic acid). Run in C(C)(=O)OCC (ethyl acetate), C(Cl)Cl (DCM), CO (methanol). Run at time 3 hour. Yields the product COC(C1=CC=C(C=C1)CNC1=CC=C(C=C1)C1=CCCCC1)=O (4-[(4-cyclohex-1-enylphenylamino)methyl]benzoic acid methyl ester). The yield is 65.2%. RXN SMILES: [C:1]1([C:7]2[CH:13]=[CH:12][C:10]([NH2:11])=[CH:9][CH:8]=2)[CH2:6][CH2:5][CH2:4][CH2:3][CH:2]=1.[CH:14]([C:16]1[CH:25]=[CH:24][C:19]([C:20]([O:22][CH3:23])=[O:21])=[CH:18][CH:17]=1)=O.C(O)(=O)C.[BH-](OC(C)=O)(OC(C)=O)OC(C)=O.[Na+]>C(Cl)Cl.CO.C(OCC)(=O)C>[CH3:23][O:22][C:20](=[O:21])[C:19]1[CH:24]=[CH:25][C:16]([CH2:14][NH:11][C:10]2[CH:9]=[CH:8][C:7]([C:1]3[CH2:6][CH2:5][CH2:4][CH2:3][CH:2]=3)=[CH:13][CH:12]=2)=[CH:17][CH:18]=1 |f:3.4|. Reported procedure: To a solution of 4-cyclohexenylaniline (3,40 g, 0.023 mol) and methyl 4-formylbenzoate (3.77 g, 0.023 mol) in DCM (50 ml) and methanol (15 ml) was added a catalytic amount of acetic acid. After stirring the solution for 3 hours, Na(OAc)3BH (24 g, 0.115 mol) was added. The reaction was allowed to stir at room temperature for 16 hours. The reaction mixture was diluted with ethyl acetate and washed with aqueous sodium bicarbonate (3×), brine (2×), dried over magnesium sulphate, filtered, and concen... Starting materials: NCCCCCC(=O)OC (methyl 6-aminocaproate), C1(CCCCCN1)=O (caprolactam), C1(CCCCCN1)=O (caprolactam). Run in O (water). The product is CN1C(CCCCC1)=O (N-methylcaprolactam). The yield is 5.8%. As a reaction SMILES: [NH2:1][CH2:2][CH2:3][CH2:4][CH2:5][CH2:6][C:7]([O:9]C)=O.[C:11]1(=O)NCCCCC1>O>[CH3:11][N:1]1[CH2:2][CH2:3][CH2:4][CH2:5][CH2:6][C:7]1=[O:9]. Reported procedure: A solution of 18.28% of methyl 6-aminocaproate and 5.75% of caprolactam in water was pumped through a 40 ml tube reactor at 300° C. and 100 bar with a residence time of 15 minutes. The exit stream contained according to quantitative gas chromatography 15.09% by weight of caprolactam, corresponding to a yield of 65.6%, based on methyl 6-aminocaproate. N-methylcaprolactam was formed as a by-product in a 5.8% yield. Starting materials: CC(O)C(=O)N1CCC(c2nc3c(-c4ccc(-c5ccccc5)nc4)cnn3c3[nH]ccc23)CC1, O=C(O)C(O)CO. Product: O=C(C(O)CO)N1CCC(c2nc3c(-c4ccc(-c5ccccc5)nc4)cnn3c3[nH]ccc23)CC1. RXN SMILES: [OH:1][CH:2]([C:3](=[O:4])[N:5]1[CH2:6][CH2:7][CH:8]([c:11]2[n:12][c:13]3[n:14]([c:15]4[c:16]2[cH:17][cH:18][nH:19]4)[n:20][cH:21][c:22]3-[c:23]2[cH:24][n:25][c:26](-[c:29]3[cH:30][cH:31][cH:32][cH:33][cH:34]3)[cH:27][cH:28]2)[CH2:9][CH2:10]1)[CH3:35].[OH:36][CH:37]([CH2:38][OH:39])[C:40]([OH:41])=[O:42]>>[OH:1][CH:2]([C:3](=[O:4])[N:5]1[CH2:6][CH2:7][CH:8]([c:11]2[n:12][c:13]3[n:14]([c:15]4[c:16]2[cH:17][cH:18][nH:19]4)[n:20][cH:21][c:22]3-[c:23]2[cH:24][n:25][c:26](-[c:29]3[cH:30][cH:31][cH:32][cH:33][cH:34]3)[cH:27][cH:28]2)[CH2:9][CH2:10]1)[CH2:35][OH:36].